Dataset: the Open Reaction Database (ORD), a public repository of structured organic reaction records. Task: describe an organic reaction: reactants, conditions, products, and yield Run at time 5 hour. Reagents/catalysts: [Ni] (Nickel). As a reaction SMILES: [Br:1][C:2]1[CH:7]=[C:6]([F:8])[CH:5]=[C:4]([N+]([O-])=O)[C:3]=1[CH:12]=[C:13]([N:15]1CCCC1)C.O.NN>CO.C1COCC1.[Ni]>[Br:1][C:2]1[CH:7]=[C:6]([F:8])[CH:5]=[C:4]2[C:3]=1[CH:12]=[CH:13][NH:15]2 |f:1.2,3.4|. Starting materials: BrC1=C(C(=CC(=C1)F)[N+](=O)[O-])C=C(C)N1CCCC1 (1-[2-(2-bromo-4-fluoro-6-nitro-phenyl)-1-methyl vinyl]-pyrrolidine), O.NN (hydrazine monohydrate). Product: BrC1=C2C=CNC2=CC(=C1)F (4-Bromo-6-fluoro-1H-indole). Procedure: To a solution of 1-bromo-5-fluoro-2-methyl-3-nitro-benzene (7.49 g, 31.8 mmol) in dioxane (40 mL) were added DMF-DMA (21.0 mL, 158 mmol) and pyrrolidine (2.6 mL, 31.1 mmol). The reaction mixture was heated at 100° C. for 3 h. The mixture was cooled to RT and concentrated in vacuo to give 1-[2-(2-bromo-4-fluoro-6-nitro-phenyl)-1-methyl vinyl]-pyrrolidine as a dark red residue. To a suspension of the pyrrolidine (10.0 g, 31.7 mmol) and Raney®-Nickel (suspension in H2O, 15 mL) in MeOH:THF (1:1, 150... The solvent is CO.C1CCOC1 (MeOH THF). Isolated yield 37.9%. The product is CSc1cc(S(=O)(=O)Cl)ccc1Cl. Reactants: Cc1ccccc1, CSc1cc(S(=O)(=O)O)ccc1Cl, O=S(Cl)Cl. RXN SMILES: [CH3:18][c:19]1[cH:20][cH:21][cH:22][cH:23][cH:24]1.[Cl:1][c:2]1[c:3]([S:12][CH3:13])[cH:4][c:5]([S:8](=[O:9])(=[O:10])[OH:11])[cH:6][cH:7]1.[S:14]([Cl:15])([Cl:16])=[O:17]>>[Cl:1][c:2]1[c:3]([S:12][CH3:13])[cH:4][c:5]([S:8](=[O:9])(=[O:10])[Cl:16])[cH:6][cH:7]1. Starting materials: [BH4-], O=Cc1cc(Br)ccc1OCc1ccccc1, CC(=O)O, CCO, CCOC(=O)Cc1ccc(N)cc1, [Na+]. Yields the product CCOC(=O)Cc1ccc(NCc2cc(Br)ccc2OCc2ccccc2)cc1. Reaction SMILES: [BH4-:31].[Br:1][c:2]1[cH:3][cH:4][c:5]([O:10][CH2:11][c:12]2[cH:13][cH:14][cH:15][cH:16][cH:17]2)[c:6]([CH:7]=[O:8])[cH:9]1.[CH3:33][C:34](=[O:35])[OH:36].[CH3:37][CH2:38][OH:39].[NH2:18][c:19]1[cH:20][cH:21][c:22]([CH2:25][C:26](=[O:27])[O:28][CH2:29][CH3:30])[cH:23][cH:24]1.[Na+:32]>>[Br:1][c:2]1[cH:3][cH:4][c:5]([O:10][CH2:11][c:12]2[cH:13][cH:14][cH:15][cH:16][cH:17]2)[c:6]([CH2:7][NH:18][c:19]2[cH:20][cH:21][c:22]([CH2:25][C:26](=[O:27])[O:28][CH2:29][CH3:30])[cH:23][cH:24]2)[cH:9]1.